Dataset: the Open Reaction Database (ORD), a public repository of structured organic reaction records. Task: describe an organic reaction: reactants, conditions, products, and yield The reactants are CCO, Cc1ccc(OCC2CCN2C(=O)OCc2ccccc2)c(F)n1, O, Cc1ccc(S(=O)(=O)O)cc1. Product: Cc1ccc(OCC2CCN2)c(F)n1, Cc1ccc(S(=O)(=O)O)cc1. Reaction SMILES: [CH3:37][CH2:38][OH:39].[F:1][c:2]1[n:3][c:4]([CH3:24])[cH:5][cH:6][c:7]1[O:8][CH2:9][CH:10]1[N:11]([C:14]([O:15][CH2:16][c:17]2[cH:18][cH:19][cH:20][cH:21][cH:22]2)=[O:23])[CH2:12][CH2:13]1.[OH2:25].[c:26]1([CH3:36])[cH:27][cH:28][c:29]([S:32](=[O:33])(=[O:34])[OH:35])[cH:30][cH:31]1>>[F:1][c:2]1[n:3][c:4]([CH3:24])[cH:5][cH:6][c:7]1[O:8][CH2:9][CH:10]1[NH:11][CH2:12][CH2:13]1.[c:26]1([CH3:36])[cH:27][cH:28][c:29]([S:32](=[O:33])(=[O:34])[OH:35])[cH:30][cH:31]1. The reactants are O=c1cc(OCc2ccccc2F)ccn1CCc1ccc(CBr)cc1, C1CCNC1, CN(C)C=O. Reaction SMILES: [Br:1][CH2:2][c:3]1[cH:4][cH:5][c:6]([CH2:9][CH2:10][n:11]2[c:12](=[O:26])[cH:13][c:14]([O:17][CH2:18][c:19]3[c:20]([F:25])[cH:21][cH:22][cH:23][cH:24]3)[cH:15][cH:16]2)[cH:7][cH:8]1.[CH2:27]1[CH2:28][CH2:29][NH:30][CH2:31]1.[O:32]=[CH:33][N:34]([CH3:35])[CH3:36]>>[CH2:2]([c:3]1[cH:4][cH:5][c:6]([CH2:9][CH2:10][n:11]2[c:12](=[O:26])[cH:13][c:14]([O:17][CH2:18][c:19]3[c:20]([F:25])[cH:21][cH:22][cH:23][cH:24]3)[cH:15][cH:16]2)[cH:7][cH:8]1)[N:30]1[CH2:29][CH2:28][CH2:27][CH2:31]1. Yields the product O=c1cc(OCc2ccccc2F)ccn1CCc1ccc(CN2CCCC2)cc1. The reactants are [OH-].[Ca+2].[OH-] (calcium hydroxide), C(CCCC)(=O)Cl (valeryl chloride), C(CC(=O)C)(=O)OC (methyl acetoacetate). Run in C(Cl)Cl (methylene chloride), C(C)C(=O)C (methyl ethyl ketone). Product: C(CCCC)(=O)CC(=O)OC (methyl valerylacetate). Isolated yield 95.5%. As a reaction SMILES: [C:1]([O:7][CH3:8])(=[O:6])[CH2:2][C:3]([CH3:5])=[O:4].[OH-].[Ca+2].[OH-].[C:12](Cl)(=O)[CH2:13][CH2:14]CC>C(Cl)Cl.C(C(C)=O)C>[C:3]([CH2:2][C:1]([O:7][CH3:8])=[O:6])(=[O:4])[CH2:5][CH2:12][CH2:13][CH3:14] |f:1.2.3|. Reported procedure: Under the same conditions as in Example 1, 116 g (1.0 mol) of methyl acetoacetate in a mixture of 520 ml of methylene chloride and 30 ml of methyl ethyl ketone were reacted with 77.8 g (1.05 mol) of calcium hydroxide and 138.7 g (1.15 mol) of valeryl chloride. The pH in this gave 151 g (GC purity 82.5%) of methyl valerylacetate (yield 79.0%).